From a dataset of the Open Reaction Database (ORD), a public repository of structured organic reaction records. describe an organic reaction: reactants, conditions, products, and yield Reactants: ClC1=CC2=C(C(N1)=O)C=CN2C (6-chloro-1-methyl-1,5-dihydro-pyrrolo[3,2-c]pyridine-4-one), ClC1=CC2=C(C(N1)=O)C=CN2C (6-chloro-1-methyl-1,5-dihydro-pyrrolo[3,2-c]pyridine-4-one), FC1=C(C=CC=C1)N1CCNCC1 (1-(2-fluorophenyl)piperazine). Run in C(Cl)Cl.CO (methylene chloride methanol). Conditions: temperature 140 celsius. The product is FC1=C(C=CC=C1)N1CCN(CC1)C1=CC2=C(C(N1)=O)C=CN2C (6-[4-(2-fluoro-phenyl)-piperazin-1-yl]-1-methyl-1,5-dihydro-pyrrolo[3,2-c]pyridin-4-one). The yield is 68.1%. Reaction SMILES: Cl[C:2]1[NH:7][C:6](=[O:8])[C:5]2[CH:9]=[CH:10][N:11]([CH3:12])[C:4]=2[CH:3]=1.[F:13][C:14]1[CH:19]=[CH:18][CH:17]=[CH:16][C:15]=1[N:20]1[CH2:25][CH2:24][NH:23][CH2:22][CH2:21]1>C(Cl)Cl.CO>[F:13][C:14]1[CH:19]=[CH:18][CH:17]=[CH:16][C:15]=1[N:20]1[CH2:25][CH2:24][N:23]([C:2]2[NH:7][C:6](=[O:8])[C:5]3[CH:9]=[CH:10][N:11]([CH3:12])[C:4]=3[CH:3]=2)[CH2:22][CH2:21]1 |f:2.3|. Procedure: A mixture of 6-chloro-1-methyl-1,5-dihydro-pyrrolo[3,2-c]pyridine-4-one (Intermediate G) (17 mg, 0.09 mmol) and 1-(2-fluorophenyl)piperazine (140 mg, 0.77 mmol) was heated at 140° C. in a sealed tube overnight. Flash chromatography (20/1 methylene chloride/methanol) afforded 6-[4-(2-fluoro-phenyl)-piperazin-1-yl]-1-methyl-1,5-dihydro-pyrrolo[3,2-c]pyridin-4-one (20 mg, 65.8%) as a white solid. 1H NMR (400 MHz, DMSO-d6) δ ppm 3.1 (d, J=4.77 Hz, 4H) 3.2-3.3 (m, 4H) 3.6 (s, 3H) 5.8 (s, 1H) 6.3 (d, ... The reactants are SC=1N(C(C2=C(N1)C=CS2)=O)C (2-mercapto-3-methylthieno[3,2-d]-pyrimidin-4(3H)-one), [OH-].[Na+].O (sodium hydroxide water), C(C)(=O)OC1=CC=C(C(=O)C2=CC=C(CBr)C=C2)C=C1 (4-(4-acetoxybenzoyl)benzyl bromide). Run in O (water), C(C)O (ethanol). Conditions: temperature 60 celsius, time 1 hour. Yields the product C(C)(=O)OC1=CC=C(C(=O)C2=CC=C(CSC=3N(C(C4=C(N3)C=CS4)=O)C)C=C2)C=C1 (2-[4-(4-Acetoxybenzoyl)benzylthio]-3-methylthieno-[3,2-d]pyrimidin-4(3H)-one). Yield: 86.0%. As a reaction SMILES: [SH:1][C:2]1[N:3]([CH3:12])[C:4](=[O:11])[C:5]2[S:10][CH:9]=[CH:8][C:6]=2[N:7]=1.[OH-].[Na+].O.[C:16]([O:19][C:20]1[CH:35]=[CH:34][C:23]([C:24]([C:26]2[CH:33]=[CH:32][C:29]([CH2:30]Br)=[CH:28][CH:27]=2)=[O:25])=[CH:22][CH:21]=1)(=[O:18])[CH3:17]>C(O)C.O>[C:16]([O:19][C:20]1[CH:35]=[CH:34][C:23]([C:24]([C:26]2[CH:27]=[CH:28][C:29]([CH2:30][S:1][C:2]3[N:3]([CH3:12])[C:4](=[O:11])[C:5]4[S:10][CH:9]=[CH:8][C:6]=4[N:7]=3)=[CH:32][CH:33]=2)=[O:25])=[CH:22][CH:21]=1)(=[O:18])[CH3:17] |f:1.2.3|. Procedure: To a solution of 2-mercapto-3-methylthieno[3,2-d]-pyrimidin-4(3H)-one (1.98 g) and 1N-sodium hydroxide/water (10 ml) in ethanol (30 ml) was added 4-(4-acetoxybenzoyl)benzyl bromide (3.95 g) and the mixture was stirred at 60° C. for 1 hour. This reaction mixture was poured in water and the resulting crystals were collected by filtration, rinsed with water, and recrystallized from ethyl acetate to provide the title compound as colorless solid (3.87 g). Product: COC(=O)c1cc(F)c(F)cc1Br. Reactants: O=C(O)c1cc(F)c(F)cc1Br, CO, O, O=S(=O)(O)O. Reaction SMILES: [Br:1][c:2]1[c:3]([C:4](=[O:5])[OH:6])[cH:7][c:8]([F:12])[c:9]([F:11])[cH:10]1.[CH3:19][OH:20].[OH2:18].[S:13](=[O:14])(=[O:15])([OH:16])[OH:17]>>[Br:1][c:2]1[c:3]([C:4]([O:5][CH3:19])=[O:6])[cH:7][c:8]([F:12])[c:9]([F:11])[cH:10]1. Starting materials: CCO, NN, O, O=C1c2ccccc2C(=O)N1CCCCC(O)(c1ccccc1)c1ccccc1. The product is NCCCCC(O)(c1ccccc1)c1ccccc1. As a reaction SMILES: [CH3:33][CH2:34][OH:35].[NH2:31][NH2:32].[OH2:30].[OH:1][C:2]([CH2:3][CH2:4][CH2:5][CH2:6][N:7]1[C:8](=[O:9])[c:10]2[c:11]([cH:12][cH:13][cH:14][cH:15]2)[C:16]1=[O:17])([c:18]1[cH:19][cH:20][cH:21][cH:22][cH:23]1)[c:24]1[cH:25][cH:26][cH:27][cH:28][cH:29]1>>[OH:1][C:2]([CH2:3][CH2:4][CH2:5][CH2:6][NH2:7])([c:18]1[cH:19][cH:20][cH:21][cH:22][cH:23]1)[c:24]1[cH:25][cH:26][cH:27][cH:28][cH:29]1. Reactants: [H-].[Na+] (Sodiumhydride), O[C@H]1C[C@@H](N(CC1)C(=O)OC(C)(C)C)CC1=CC=CC=C1 ((±)-1,1-dimethylethyl trans-4-hydroxy-2-(phenylmethyl)-1-piperidinecarboxylate), ClC1=NC2=C(N1CCOCC)C=CC=C2 (2-chloro-1-(2-ethoxyethyl)-1H-benzimidazol). Solvent: CN(C=O)C (N,N-dimethylformamide). Conditions: time 1.5 hour. The product is C(C)OCCN1C(=NC2=C1C=CC=C2)O[C@H]2C[C@@H](N(CC2)C(=O)OC(C)(C)C)CC2=CC=CC=C2 ((±)-1,1-dimethylethyl trans-4-[[1-(2-ethoxyethyl)-1H-benzimidazol-2-yl]oxy]-2-(phenylmethyl)-1-piperidine-carboxylate). Isolated yield 118.7%. Reaction SMILES: [OH:1][C@@H:2]1[CH2:7][CH2:6][N:5]([C:8]([O:10][C:11]([CH3:14])([CH3:13])[CH3:12])=[O:9])[C@@H:4]([CH2:15][C:16]2[CH:21]=[CH:20][CH:19]=[CH:18][CH:17]=2)[CH2:3]1.[H-].[Na+].Cl[C:25]1[N:29]([CH2:30][CH2:31][O:32][CH2:33][CH3:34])[C:28]2[CH:35]=[CH:36][CH:37]=[CH:38][C:27]=2[N:26]=1>CN(C)C=O>[CH2:33]([O:32][CH2:31][CH2:30][N:29]1[C:28]2[CH:35]=[CH:36][CH:37]=[CH:38][C:27]=2[N:26]=[C:25]1[O:1][C@@H:2]1[CH2:7][CH2:6][N:5]([C:8]([O:10][C:11]([CH3:14])([CH3:13])[CH3:12])=[O:9])[C@@H:4]([CH2:15][C:16]2[CH:17]=[CH:18][CH:19]=[CH:20][CH:21]=2)[CH2:3]1)[CH3:34] |f:1.2|. Procedure: (±)-1,1-dimethylethyl trans-4-hydroxy-2-(phenylmethyl)-1-piperidinecarboxylate (25.6 g) was dissolved in N,N-dimethylformamide (256 ml). Sodiumhydride (4.24 g) was added and the mixture was stirred at RT for 1.5 hours. 2-chloro-1-(2-ethoxyethyl)-1H-benzimidazol (24.8 g) was added and the mixture was stirred at 70° C. for 18 hours. The solvent was evaporated, the residue taken up in water and CH2Cl2 and the layers were separated. The organic layer was dried, filtered and the solvent evaporated, y... Starting materials: [N-]=[N+]=[N-].[Na+] (Sodium azide), [BH4-].[Na+] (Sodium borohydride), [BH4-].[Na+] (sodium borohydride), C(C=C)OC1=CC(=C(C=C1Cl)[N+](=O)[O-])Cl (4-allyloxy-2,5-dichloronitrobenzene), [N-]=[N+]=[N-] (azide), ice water. Solvent: CN(C)C=O (DMF). Yields the product [N+](=O)([O-])C1=C(N)C=C(C(=C1)Cl)OCC=C (2-nitro-4-chloro-5-allyloxyaniline). The yield is 82.7%. Reaction SMILES: [CH2:1]([O:4][C:5]1[C:10]([Cl:11])=[CH:9][C:8]([N+:12]([O-:14])=[O:13])=[C:7](Cl)[CH:6]=1)[CH:2]=[CH2:3].[N-:16]=[N+]=[N-].[Na+].[N-]=[N+]=[N-].[BH4-].[Na+]>CN(C=O)C>[N+:12]([C:8]1[CH:9]=[C:10]([Cl:11])[C:5]([O:4][CH2:1][CH:2]=[CH2:3])=[CH:6][C:7]=1[NH2:16])([O-:14])=[O:13] |f:1.2,4.5|. Procedure details: The product of step (b) (66.1 g, 267 mmol) was dissolved in 600 ml DMF at ambient temperature. Sodium azide (19.1 g, 267 mmol) was added and the mixture allowed to stir over a 4-day weekend, after which another 2 g (30.8 mmol) of the azide were added. Sodium borohydride (2.77 g, 73.5 mmol) was added in small portions while cooling in an ice bath. The mixture was stirred over night and then another 0.85 g (0.015 m) of sodium borohydride were added portionwise to the cold mixture. When the reactio... Starting materials: NC1=NC(=C(C(=N1)O)CC1=C(C=C(C(=O)OC)C=C1)OC)C (Methyl 4-((2-amino-4-hydroxy-6-methylpyrimidin-5-yl)methyl)-3-methoxybenzoate), P(=O)(Cl)(Cl)Cl (phosphorous oxychloride). Reaction conditions: temperature 100 celsius, time 15 hour. Yields the product NC1=NC(=C(C(=N1)Cl)CC1=C(C=C(C(=O)OC)C=C1)OC)C (Methyl 4-((2-amino-4-chloro-6-methylpyrimidin-5-yl)methyl)-3-methoxybenzoate). As a reaction SMILES: [NH2:1][C:2]1[N:7]=[C:6](O)[C:5]([CH2:9][C:10]2[CH:19]=[CH:18][C:13]([C:14]([O:16][CH3:17])=[O:15])=[CH:12][C:11]=2[O:20][CH3:21])=[C:4]([CH3:22])[N:3]=1.P(Cl)(Cl)([Cl:25])=O>>[NH2:1][C:2]1[N:7]=[C:6]([Cl:25])[C:5]([CH2:9][C:10]2[CH:19]=[CH:18][C:13]([C:14]([O:16][CH3:17])=[O:15])=[CH:12][C:11]=2[O:20][CH3:21])=[C:4]([CH3:22])[N:3]=1. Reported procedure: The product from step (ii) (8.6 g) was added to phosphorous oxychloride (50 ml) and the resulting suspension stirred at 100° C. for 15 h. The reaction mixture was allowed to cool and the phosphorous oxychloride evaporated under reduced pressure. The residue was diluted with water (100 mL) and the suspension adjusted to pH 7 with NaHCO3. The mixture was heated at 50° C. for 1 h and allowed to cool. The solid was collected by filtration, washed with water, EtOAc and dried under vacuum to give the ... Reactants: FC1=C(COC=2C=3N(C=CC2)C(=C(N3)C)C(=O)O)C(=CC=C1)F (8-[(2,6-difluorobenzyl)oxy]-2-methylimidazo[1,2-a]pyridine-3-carboxylic acid), C(C(=O)Cl)(=O)Cl (oxalyl chloride), C(C(=O)Cl)(=O)Cl (oxalyl chloride). The reagents and catalysts are CN(C)C=O (DMF). The solvent is C1CCOC1 (THF). Reaction conditions: time 3 hour. Product: Cl.FC1=C(COC=2C=3N(C=CC2)C(=C(N3)C)C(=O)Cl)C(=CC=C1)F (8-[(2,6-Difluorobenzyl)oxy]-2-methylimidazo[1,2-a]pyridine-3-carbonyl chloride hydrochloride). Reaction SMILES: [F:1][C:2]1[CH:22]=[CH:21][CH:20]=[C:19]([F:23])[C:3]=1[CH2:4][O:5][C:6]1[C:7]2[N:8]([C:12]([C:16](O)=[O:17])=[C:13]([CH3:15])[N:14]=2)[CH:9]=[CH:10][CH:11]=1.C(Cl)(=O)C([Cl:27])=O>CN(C=O)C.C1COCC1>[ClH:27].[F:1][C:2]1[CH:22]=[CH:21][CH:20]=[C:19]([F:23])[C:3]=1[CH2:4][O:5][C:6]1[C:7]2[N:8]([C:12]([C:16]([Cl:27])=[O:17])=[C:13]([CH3:15])[N:14]=2)[CH:9]=[CH:10][CH:11]=1 |f:4.5|. Procedure details: 2.0 g of 8-[(2,6-difluorobenzyl)oxy]-2-methylimidazo[1,2-a]pyridine-3-carboxylic acid (6.28 mmol) were initially charged in abs. THF, 4 drops of DMF were added and 3.19 g of oxalyl chloride (25.14 mmol) were then added dropwise. The reaction mixture was stirred at RT for 3 h. Another 0.80 g of oxalyl chloride (6.29 mmol) were added, and the reaction was stirred at RT for a further 4 h. The reaction mixture was concentrated and co-evaporated with toluene three times, and the residue was dried und... Starting materials: ClC1=C(C=CC(=C1)I)NC([C@@](C(F)(F)F)(C)O)=O ((R)-N-(2-chloro-4-iodophenyl)-2-hydroxy-2-methyl-3,3,3-trifluoropropanamide), FC1=C(C=CC=C1)S (2-fluorothiophenol), C[O-].[Na+] (sodium methoxide). The reagents and catalysts are C=1C=CC(=CC1)[P](C=2C=CC=CC2)(C=3C=CC=CC3)[Pd]([P](C=4C=CC=CC4)(C=5C=CC=CC5)C=6C=CC=CC6)([P](C=7C=CC=CC7)(C=8C=CC=CC8)C=9C=CC=CC9)[P](C=1C=CC=CC1)(C=1C=CC=CC1)C=1C=CC=CC1 (Tetrakis(triphenylphosphine)palladium(0)). Run in C(C)O (ethanol). Conditions: time 18 hour. The product is ClC1=C(C=CC(=C1)SC1=C(C=CC=C1)F)NC([C@@](C(F)(F)F)(C)O)=O ((R)-N-[2-Chloro-4-(2-fluorophenylsulphanyl)phenyl]-2-hydroxy-2-methyl-3,3,3-trifluoropropanamide). As a reaction SMILES: [Cl:1][C:2]1[CH:7]=[C:6](I)[CH:5]=[CH:4][C:3]=1[NH:9][C:10](=[O:18])[C@:11]([OH:17])([CH3:16])[C:12]([F:15])([F:14])[F:13].[F:19][C:20]1[CH:25]=[CH:24][CH:23]=[CH:22][C:21]=1[SH:26].C[O-].[Na+]>C(O)C.C1C=CC([P]([Pd]([P](C2C=CC=CC=2)(C2C=CC=CC=2)C2C=CC=CC=2)([P](C2C=CC=CC=2)(C2C=CC=CC=2)C2C=CC=CC=2)[P](C2C=CC=CC=2)(C2C=CC=CC=2)C2C=CC=CC=2)(C2C=CC=CC=2)C2C=CC=CC=2)=CC=1>[Cl:1][C:2]1[CH:7]=[C:6]([S:26][C:21]2[CH:22]=[CH:23][CH:24]=[CH:25][C:20]=2[F:19])[CH:5]=[CH:4][C:3]=1[NH:9][C:10](=[O:18])[C@:11]([OH:17])([CH3:16])[C:12]([F:15])([F:14])[F:13] |f:2.3,^1:36,38,57,76|. Reported procedure: Tetrakis(triphenylphosphine)palladium(0) (0.147 g) was added to a deoxygenated mixture of (R)-N-(2-chloro-4-iodophenyl)-2-hydroxy-2-methyl-3,3,3-trifluoropropanamide (Example 197) (1.0 g), 2-fluorothiophenol (0.263 ml) and sodium methoxide (0.288 g) in ethanol (50 ml). The mixture was then further deoxygenated by evacuation and refilling with argon (3 cycles), and then heated under reflux with stirring under argon for 18 hours. The mixture was treated with a further portion of tetrakis(triphenyl...